This data is from the Open Reaction Database (ORD), a public repository of structured organic reaction records. The task is: describe an organic reaction: reactants, conditions, products, and yield Reactants: BrCC=1C=NC=CC1 (3-Bromomethylpyridine), O=CC1=CC(OC)=C(O)C=C1 (vanillin), C([O-])([O-])=O.[K+].[K+] (potassium carbonate). The solvent is CC(=O)C (acetone). The product is COC=1C=C(C=O)C=CC1OCC=1C=NC=CC1 (3-Methoxy-4-(pyridin-3-ylmethoxy)benzaldehyde). Isolated yield 45.8%. Reaction SMILES: Br[CH2:2][C:3]1[CH:4]=[N:5][CH:6]=[CH:7][CH:8]=1.[O:9]=[CH:10][C:11]1[CH:19]=[CH:18][C:16]([OH:17])=[C:13]([O:14][CH3:15])[CH:12]=1.C(=O)([O-])[O-].[K+].[K+]>CC(C)=O>[CH3:15][O:14][C:13]1[CH:12]=[C:11]([CH:19]=[CH:18][C:16]=1[O:17][CH2:2][C:3]1[CH:4]=[N:5][CH:6]=[CH:7][CH:8]=1)[CH:10]=[O:9] |f:2.3.4|. Procedure details: 3-Bromomethylpyridine (0.30 mg, 1.2 mmol) was added to a suspension of vanillin (0.12 g, 0.79 mmol), potassium carbonate (0.33 g, 2.4 mmol) in acetone (5.0 mL) and treated according to Procedure 3. 3-Methoxy-4-(pyridin-3-ylmethoxy)benzaldehyde (88 mg, 46%) was obtained as a brown oil. Piperidine (36 μL, 0.36 mmol) was added to a suspension of 3-methoxy-4-(pyridin-3-ylmethoxy)benzaldehyde (0.88 mg, 0.36 mmol) and 2-[(carboxyacetyl)amino]benzoic acid (73 mg, 0.33 mmol) in toluene (5 mL) and treate... Starting materials: C(C=C)Br (allyl bromide), [Na] (sodium), C1(=CC=CC=C1)C(S)(C1=CC=CC=C1)C1=CC=CC=C1 (triphenylmethanethiol), [Na] (sodium). Solvent: CO (MeOH). Yields the product C(C=C)SC(C1=CC=CC=C1)(C1=CC=CC=C1)C1=CC=CC=C1 (trityl allyl sulfide). Reaction SMILES: [Na].[C:2]1([C:8]([C:16]2[CH:21]=[CH:20][CH:19]=[CH:18][CH:17]=2)([C:10]2[CH:15]=[CH:14][CH:13]=[CH:12][CH:11]=2)[SH:9])[CH:7]=[CH:6][CH:5]=[CH:4][CH:3]=1.[CH2:22](Br)[CH:23]=[CH2:24]>CO>[CH2:24]([S:9][C:8]([C:2]1[CH:3]=[CH:4][CH:5]=[CH:6][CH:7]=1)([C:10]1[CH:11]=[CH:12][CH:13]=[CH:14][CH:15]=1)[C:16]1[CH:17]=[CH:18][CH:19]=[CH:20][CH:21]=1)[CH:23]=[CH2:22] |^1:0|. Procedure: Initially, sodium (2 g) was added to 200 mL MeOH in a reflux apparatus, stirred until the sodium was dissolved, and then 25 g of triphenylmethanethiol (TrSH) was added. The reaction mixture was refluxed for 1 hour, 10 mL allyl bromide was then added, and the mixture was refluxed for another 2 hours. The solution was allowed to cool, 19 g of particulate material, trityl allyl sulfide (TrSAll), was obtained by filtration using filter paper, and it was used directly for the next step without any pu... The reactants are 1,4-lactone, polypeptide, polypeptide, amino acid, nucleic acid, nucleic acid, nucleic acid, amino acid, gulono-γ-lactone, nucleic acid, gulono-γ-lactone, gulono-γ-lactone, polypeptide, polypeptide, C1([C@H](O)[C@@H](O)[C@H](O)[C@@H](CO)O1)=O (D-glucono-1,5-lactone), O=C([C@@H](O)[C@@H](O)[C@H](O)[C@@H](O)CO)[O-] (L-gulonate), nucleic acid, polypeptide, polypeptide, polypeptide, pyridine nucleotide, polypeptide, polypeptide, amino acid, amino acid, polypeptide, polypeptide, gulono-γ-lactone, amino acid, polypeptide, amino acid, amino acid, 1,4-lactone, polypeptide, pyridine nucleotide, gulono-γ-lactone, polypeptide, gulono-γ-lactone, polypeptide, polypeptide, nucleic acid, polypeptide, C([C@H]([C@H]1[C@@H]([C@H](C(=O)O1)O)O)O)O (galactono-γ-lactone), amino acid, polypeptide, 1,4-lactone, O=C[C@H](O)[C@@H](O)[C@H](O)[C@H](O)C(=O)[O-] (glucuronate), C([C@H]([C@H]1[C@@H]([C@H](C(=O)O1)O)O)O)O (galactono-γ-lactone), amino acid, C1([C@H](O)[C@@H](O)[C@H](O)[C@@H](CO)O1)=O (D-glucono-1,5-lactone), O=C([C@@H](O)[C@@H](O)[C@H](O)[C@@H](O)CO)[O-] (L-gulonate), amino acid, C1(C(C(C(C(C1O)O)O)O)O)O (myo-inositol), amino acid, C([C@H]([C@H]1[C@@H]([C@H](C(=O)O1)O)O)O)O (galactono-γ-lactone), nucleic acid, polypeptide, nucleic acid, polypeptide, O=C[C@H](O)[C@@H](O)[C@H](O)[C@H](O)C(=O)[O-] (glucuronate), nucleic acid, O=C[C@H](O)[C@@H](O)[C@H](O)[C@H](O)C(=O)[O-] (glucuronate), polypeptide, C1([C@H](O)[C@@H](O)[C@H](O)[C@@H](CO)O1)=O (D-glucono-1,5-lactone), amino acid, polypeptide. Product: O=C1C(O)=C(O)[C@H](O1)[C@@H](O)CO (ascorbic acid). Procedure details: In another embodiment, the invention features a cell containing an exogenous nucleic acid molecule, where the exogenous nucleic acid molecule encodes a polypeptide having myo-inositol oxygenase activity, and where the cell expresses the polypeptide. The cell can be a prokaryotic cell (e.g., a Pseudomonas, Bacillus, Lactobacillus, Lactococcus, or Corynebacterium cell). The cell can be a eukaryotic cell (e.g., a yeast, fungi, insect, or mammalian cell). The cell can be a Saccharomyces, Pichia, Asp... As a reaction SMILES: [CH:1]1([OH:12])[CH:6]([OH:7])[CH:5]([OH:8])[CH:4]([OH:9])[CH:3]([OH:10])[CH:2]1[OH:11].O=C[C@@H]([C@H]([C@@H]([C@@H](C([O-])=O)O)O)O)O.C1(=O)O[C@H](CO)[C@@H](O)[C@H](O)[C@H]1O.C(O)[C@@H](O)[C@@H]1OC(=O)[C@H](O)[C@H]1O.O=C([O-])[C@H]([C@H]([C@@H]([C@H](CO)O)O)O)O>>[O:12]=[C:1]1[O:9][C@H:4]([C@H:5]([CH2:6][OH:7])[OH:8])[C:3]([OH:10])=[C:2]1[OH:11]. Reactants: C(C)(C)(C)OC(=O)NCC1=CC=C(C(=O)OC)C=C1 (methyl 4-(N-tert-butoxycarbonylaminomethyl)benzoate), Cl.ClC=1C=C2C=CC(=CC2=CC1)S(=O)(=O)N1CCNCC1 (1-[(6-chloronaphthalen-2-yl)sulfonyl]piperazine hydrochloride). Product: C(C)(C)(C)OC(=O)NCC1=CC=C(C(=O)N2CCN(CC2)S(=O)(=O)C2=CC3=CC=C(C=C3C=C2)Cl)C=C1 (1-[4-(N-tert-Butoxycarbonylaminomethyl)benzoyl]-4-[(6-chloronaphthalen-2-yl)sulfonyl]piperazine). As a reaction SMILES: [C:1]([O:5][C:6]([NH:8][CH2:9][C:10]1[CH:19]=[CH:18][C:13]([C:14]([O:16]C)=O)=[CH:12][CH:11]=1)=[O:7])([CH3:4])([CH3:3])[CH3:2].Cl.[Cl:21][C:22]1[CH:23]=[C:24]2[C:29](=[CH:30][CH:31]=1)[CH:28]=[C:27]([S:32]([N:35]1[CH2:40][CH2:39][NH:38][CH2:37][CH2:36]1)(=[O:34])=[O:33])[CH:26]=[CH:25]2>>[C:1]([O:5][C:6]([NH:8][CH2:9][C:10]1[CH:11]=[CH:12][C:13]([C:14]([N:38]2[CH2:37][CH2:36][N:35]([S:32]([C:27]3[CH:26]=[CH:25][C:24]4[C:29](=[CH:30][CH:31]=[C:22]([Cl:21])[CH:23]=4)[CH:28]=3)(=[O:34])=[O:33])[CH2:40][CH2:39]2)=[O:16])=[CH:18][CH:19]=1)=[O:7])([CH3:2])([CH3:3])[CH3:4] |f:1.2|. Procedure details: In the same manner as in Referential Example 48, a reaction was conducted using methyl 4-(N-tert-butoxycarbonylaminomethyl)benzoate and 1-[(6-chloronaphthalen-2-yl)sulfonyl]piperazine hydrochloride, whereby the title compound was obtained.